Dataset: the Open Reaction Database (ORD), a public repository of structured organic reaction records. Task: describe an organic reaction: reactants, conditions, products, and yield Reactants: C(C1=CC=CC=C1)OC1=C(C=C2C(=NC=NC2=C1)OC=1C(=C2C=C(NC2=CC1)C)F)OC (7-(Benzyloxy)-4-[(4-fluoro-2-methyl-1H-indol-5-yl)oxy]-6-methoxyquinazoline). The reagents and catalysts are [Pd] (palladium on carbon). Run in CN1C(CCC1)=O (1-methyl-2-pyrrolidinone). Run at time 3.5 hour. Yields the product FC1=C2C=C(NC2=CC=C1OC1=NC=NC2=CC(=C(C=C12)OC)O)C (4-[(4-fluoro-2-methyl-1H-indol-5-yl)oxy]-6-methoxyquinazolin-7-ol). As a reaction SMILES: C([O:8][C:9]1[CH:18]=[C:17]2[C:12]([C:13]([O:19][C:20]3[C:21]([F:30])=[C:22]4[C:26](=[CH:27][CH:28]=3)[NH:25][C:24]([CH3:29])=[CH:23]4)=[N:14][CH:15]=[N:16]2)=[CH:11][C:10]=1[O:31][CH3:32])C1C=CC=CC=1>CN1CCCC1=O.[Pd]>[F:30][C:21]1[C:20]([O:19][C:13]2[C:12]3[C:17](=[CH:18][C:9]([OH:8])=[C:10]([O:31][CH3:32])[CH:11]=3)[N:16]=[CH:15][N:14]=2)=[CH:28][CH:27]=[C:26]2[C:22]=1[CH:23]=[C:24]([CH3:29])[NH:25]2. Procedure: 7-(Benzyloxy)-4-[(4-fluoro-2-methyl-1H-indol-5-yl)oxy]-6-methoxyquinazoline (40 kg) was dissolved in 1-methyl-2-pyrrolidinone (206 kg) at 40-45° C. This solution was charged to an inerted pressure vessel containing 10% palladium on carbon catalyst (0.235 kg of approximately 50% water wet catalyst). A line wash of 1-methyl-2-pyrrolidinone at 40-45° C. (35 kg) was applied. The mixture was hydrogenated at 45° C. and 3 barg for 3.5 hours. The reactor was purged with nitrogen and recirculated through... Product: CN(C1=CC=C(C=C1)C=C1OC2=C(NC1=O)C=CC=C2)C (2-[(4-Dimethylaminophenyl)methylene]-2H-1,4-benzoxazin-3(4H)-one). The solvent is CN(C)C=O (DMF). Reported procedure: Sodium methoxide (0.65 g, 0.012 mol) was added in one portion to a mixture of 2H-1,4-benzoxazin-3(4H)-one (1.49 g, 0.01 mol) and 4-dimethylamino benzaldehyde (2.38 g, 0.016 mol) in dry DMF (10 ml). The reaction mixture was refluxed overnight, then cooled to room temperature and poured into crushed ice. The precipitated solid was collected by filtration, washed with water and dried. The crude product was purified by recrystallization from ethanol. Reaction SMILES: C[O-].[Na+].[O:4]1[C:9]2[CH:10]=[CH:11][CH:12]=[CH:13][C:8]=2[NH:7][C:6](=[O:14])[CH2:5]1.[CH3:15][N:16]([CH3:25])[C:17]1[CH:24]=[CH:23][C:20]([CH:21]=O)=[CH:19][CH:18]=1>CN(C=O)C>[CH3:15][N:16]([CH3:25])[C:17]1[CH:24]=[CH:23][C:20]([CH:21]=[C:5]2[C:6](=[O:14])[NH:7][C:8]3[CH:13]=[CH:12][CH:11]=[CH:10][C:9]=3[O:4]2)=[CH:19][CH:18]=1 |f:0.1|. Starting materials: C[O-].[Na+] (Sodium methoxide), O1CC(NC2=C1C=CC=C2)=O (2H-1,4-benzoxazin-3(4H)-one), CN(C1=CC=C(C=O)C=C1)C (4-dimethylamino benzaldehyde). Reactants: CSC1NC(=O)C(=Cc2ccc3c(cnn3Cc3ccc(Cl)cc3C(F)(F)F)c2)S1, CNCC(O)c1ccc(O)cc1. The product is CN(CC(O)c1ccc(O)cc1)C1=NC(=O)C(=Cc2ccc3c(cnn3Cc3ccc(Cl)cc3C(F)(F)F)c2)S1. Reaction SMILES: [Cl:1][c:2]1[cH:3][c:4]([C:27]([F:28])([F:29])[F:30])[c:5]([CH2:6][n:7]2[n:8][cH:9][c:10]3[cH:11][c:12]([CH:16]=[C:17]4[C:18](=[O:24])[NH:19][CH:20]([S:22][CH3:23])[S:21]4)[cH:13][cH:14][c:15]23)[cH:25][cH:26]1.[OH:31][CH:32]([CH2:33][NH:34][CH3:35])[c:36]1[cH:37][cH:38][c:39]([OH:42])[cH:40][cH:41]1>>[Cl:1][c:2]1[cH:3][c:4]([C:27]([F:28])([F:29])[F:30])[c:5]([CH2:6][n:7]2[n:8][cH:9][c:10]3[cH:11][c:12]([CH:16]=[C:17]4[C:18](=[O:24])[N:19]=[C:20]([N:34]([CH2:33][CH:32]([OH:31])[c:36]5[cH:37][cH:38][c:39]([OH:42])[cH:40][cH:41]5)[CH3:35])[S:21]4)[cH:13][cH:14][c:15]23)[cH:25][cH:26]1.